From a dataset of the Open Reaction Database (ORD), a public repository of structured organic reaction records. describe an organic reaction: reactants, conditions, products, and yield The reactants are CCOC(=O)C1CN(Cc2ccccc2)CC12CC2, CCOCC, [Li]C. The product is CC(=O)C1CN(Cc2ccccc2)CC12CC2. As a reaction SMILES: [CH2:1]([O:2][C:4](=[O:5])[CH:6]1[CH2:7][N:8]([CH2:13][c:14]2[cH:15][cH:16][cH:17][cH:18][cH:19]2)[CH2:9][C:10]12[CH2:11][CH2:12]2)[CH3:3].[CH3:22][CH2:23][O:24][CH2:25][CH3:26].[Li:20][CH3:21]>>[C:4](=[O:5])([CH:6]1[CH2:7][N:8]([CH2:13][c:14]2[cH:15][cH:16][cH:17][cH:18][cH:19]2)[CH2:9][C:10]12[CH2:11][CH2:12]2)[CH3:21]. RXN SMILES: [CH2:1]([CH3:2])[c:3]1[c:4](-[c:14]2[n:15][cH:16][n:17](-[c:19]3[cH:20][c:21]([NH2:26])[cH:22][cH:23][c:24]3[CH3:25])[cH:18]2)[cH:5][n:6][n:7]1-[c:8]1[cH:9][cH:10][cH:11][cH:12][cH:13]1.[CH2:63]1[O:64][CH2:65][CH2:66][CH2:67]1.[CH3:28][Si:29]([N-:30][Si:31]([CH3:32])([CH3:33])[CH3:34])([CH3:35])[CH3:36].[CH3:37][O:38][C:39]([c:40]1[c:41]([O:55][CH3:56])[c:42]([NH:50][S:51](=[O:52])(=[O:53])[CH3:54])[cH:43][c:44]([C:46]([CH3:47])([CH3:48])[CH3:49])[cH:45]1)=[O:57].[Li+:27].[Na+:62].[O-:58][C:59]([OH:60])=[O:61]>>[CH2:1]([CH3:2])[c:3]1[c:4](-[c:14]2[n:15][cH:16][n:17](-[c:19]3[cH:20][c:21]([NH:26][C:39](=[O:38])[c:40]4[c:41]([O:55][CH3:56])[c:42]([NH:50][S:51](=[O:52])(=[O:53])[CH3:54])[cH:43][c:44]([C:46]([CH3:47])([CH3:48])[CH3:49])[cH:45]4)[cH:22][cH:23][c:24]3[CH3:25])[cH:18]2)[cH:5][n:6][n:7]1-[c:8]1[cH:9][cH:10][cH:11][cH:12][cH:13]1. Product: CCc1c(-c2cn(-c3cc(NC(=O)c4cc(C(C)(C)C)cc(NS(C)(=O)=O)c4OC)ccc3C)cn2)cnn1-c1ccccc1. Reactants: CCc1c(-c2cn(-c3cc(N)ccc3C)cn2)cnn1-c1ccccc1, C1CCOC1, C[Si](C)(C)[N-][Si](C)(C)C, COC(=O)c1cc(C(C)(C)C)cc(NS(C)(=O)=O)c1OC, [Li+], [Na+], O=C([O-])O. The reactants are O.C1(=CC=CC=C1)C=1NC=C(N1)C(=O)O (2-Phenyl-1H-imidazole-4-carboxylic acid mono hydrate), CO (methanol), Cl (hydrochloric acid), [OH-].[Na+] (sodium hydroxide). Run in C(C)OC(C)=O (ethylacetate). Yields the product C1(=CC=CC=C1)C=1NC=C(N1)C(=O)OC (Methyl 2-phenyl-1H-imidazole-4-carboxylate). Reaction SMILES: O.[C:2]1([C:8]2[NH:9][CH:10]=[C:11]([C:13]([OH:15])=[O:14])[N:12]=2)[CH:7]=[CH:6][CH:5]=[CH:4][CH:3]=1.Cl.[OH-].[Na+].[CH3:19]O>C(OC(=O)C)C>[C:2]1([C:8]2[NH:9][CH:10]=[C:11]([C:13]([O:15][CH3:19])=[O:14])[N:12]=2)[CH:3]=[CH:4][CH:5]=[CH:6][CH:7]=1 |f:0.1,3.4|. Procedure: 2-Phenyl-1H-imidazole-4-carboxylic acid mono hydrate (2.00 g) was suspended in methanol (30 mL) and concentrated hydrochloric acid (10.0 mL) was added and the reaction mixture heated at reflux overnight. The reaction mixture was cooled to room temperature and diluted with ethylacetate and the aqueous basified with 1 N sodium hydroxide. The organics were washed with brine, dried over magnesium sulfate, filtered and concentrated under reduced pressure to afford the title compound. The title compou...